From a dataset of the Open Reaction Database (ORD), a public repository of structured organic reaction records. describe an organic reaction: reactants, conditions, products, and yield Reactants: C(C)NC(=O)N1C=CC2=CC(=CC=C12)OC1=CC(=NC=C1)NC(OC1=CC=CC=C1)=O (Phenyl N-(4-(1-(ethylamino)carbonyl-1H-5-indolyl)oxy-2-pyridyl)carbamate), C(C)OCCN (2-ethoxyethylamine). Run in CN(C=O)C (N,N-dimethylformamide). Run at time 1 hour. Product: C(C)NC(=O)N1C=CC2=CC(=CC=C12)OC1=CC(=NC=C1)NC(=O)NCCOCC (N1-Ethyl-5-(2-(((2-ethoxyethyl)amino)carbonyl)amino-4-pyridyl)oxy-1H-1-indolecarboxamide). Yield: 100.0%. Reaction SMILES: [CH2:1]([NH:3][C:4]([N:6]1[C:14]2[C:9](=[CH:10][C:11]([O:15][C:16]3[CH:21]=[CH:20][N:19]=[C:18]([NH:22][C:23](=[O:31])OC4C=CC=CC=4)[CH:17]=3)=[CH:12][CH:13]=2)[CH:8]=[CH:7]1)=[O:5])[CH3:2].[CH2:32]([O:34][CH2:35][CH2:36][NH2:37])[CH3:33]>CN(C)C=O>[CH2:1]([NH:3][C:4]([N:6]1[C:14]2[C:13](=[CH:12][C:11]([O:15][C:16]3[CH:21]=[CH:20][N:19]=[C:18]([NH:22][C:23]([NH:37][CH2:36][CH2:35][O:34][CH2:32][CH3:33])=[O:31])[CH:17]=3)=[CH:10][CH:9]=2)[CH:8]=[CH:7]1)=[O:5])[CH3:2]. Procedure details: Phenyl N-(4-(1-(ethylamino)carbonyl-1H-5-indolyl)oxy-2-pyridyl)carbamate (100 mg, 0.24 mmol) was dissolved in N,N-dimethylformamide (1.0 ml), and 2-ethoxyethylamine (0.063 ml, 0.6 mmol) was added while stirred at room temperature. After 1 hour, the reaction mixture was partitioned between ethyl acetate and water. The organic layer was washed with water and brine, and dried over anhydrous sodium sulfate. After the solvent was distilled off, the crystals were precipitated from ethyl acetate-hexane... Reactants: CS(=O)(=O)OCc1ccccc1C(F)(F)F, O=Cc1cccc2[nH]ccc12. Product: O=Cc1cccc2c1ccn2Cc1ccccc1C(F)(F)F. RXN SMILES: [CH3:12][S:13]([O:14][CH2:17][c:18]1[c:19]([C:24]([F:25])([F:26])[F:27])[cH:20][cH:21][cH:22][cH:23]1)(=[O:15])=[O:16].[nH:1]1[cH:2][cH:3][c:4]2[c:5]([CH:10]=[O:11])[cH:6][cH:7][cH:8][c:9]12>>[n:1]1([CH2:17][c:18]2[c:19]([C:24]([F:25])([F:26])[F:27])[cH:20][cH:21][cH:22][cH:23]2)[cH:2][cH:3][c:4]2[c:5]([CH:10]=[O:11])[cH:6][cH:7][cH:8][c:9]12. Reactants: S(=O)(=O)(O)[O-].[Na+] (sodium hydrogen sulfate), [OH-].[Na+] (sodium hydroxide), BrBr (bromine), COC1=CC=C(C=C1)C1=CC=C(C=C1)OC(C)=O (4-methoxy-4'-acetoxy biphenyl), O1CCOCC1 (dioxane). Solvent: O (water), O (water). Reaction conditions: temperature 40 celsius, time 30 minute. Product: COC1=CC=C(C=C1)C1=CC=C(C=C1)C(=O)O (4-methoxy-4'-biphenylcarboxylic acid). RXN SMILES: CO[C:3]1[CH:8]=[CH:7][C:6]([C:9]2[CH:14]=[CH:13][C:12]([O:15][C:16](=O)C)=[CH:11][CH:10]=2)=[CH:5][CH:4]=1.[OH-:19].[Na+].BrBr.S([O-])(O)(=O)=O.[Na+].[O:29]1[CH2:34]COCC1>O>[CH3:16][O:15][C:12]1[CH:11]=[CH:10][C:9]([C:6]2[CH:5]=[CH:4][C:3]([C:34]([OH:29])=[O:19])=[CH:8][CH:7]=2)=[CH:14][CH:13]=1 |f:1.2,4.5|. Procedure: In 400 ml of dioxane was dissolved 30 g of 4-methoxy-4'-acetoxy biphenyl. To this solution was dropped an aqueous solution composed of 84 g of sodium hydroxide, 400 ml of water and 30 ml of bromine and maintained at 40° C., and the solution was stirred for 30 minutes. Thereafter, 200 g of sodium hydrogen sulfate and 1 l of water were added to the solution, and the resultant reaction solution was concentrated under a reduced pressure, methyl bromide and dioxane were evaporated from the reaction s... RXN SMILES: [F:1][C:2]1[CH:3]=[C:4]2[C:12](=[CH:13][CH:14]=1)[NH:11][C:10]1[CH2:9][CH2:8][C@H:7]([NH2:15])[CH2:6][C:5]2=1.FC1C=C2C(=CC=1)NC1CC[C@@H](N[C@H](C3C=CC=CC=3)C)CC2=1>>[F:1][C:2]1[CH:3]=[C:4]2[C:12](=[CH:13][CH:14]=1)[NH:11][C:10]1[CH2:9][CH2:8][C@@H:7]([NH2:15])[CH2:6][C:5]2=1. Procedure details: Following the same procedure as (S)-6-fluoro-2,3,4,9-tetrahydro-1H-carbazol-3-amine, hydrogenation of (R)-6-fluoro-N—((S)-1-phenylethyl)-2,3,4,9-tetrahydro-1H-carbazol-3-amine (8.7 g, 0.028 mol) gave the title compound as a white solid. Reactants: FC=1C=C2C=3C[C@H](CCC3NC2=CC1)N ((S)-6-fluoro-2,3,4,9-tetrahydro-1H-carbazol-3-amine), FC=1C=C2C=3C[C@@H](CCC3NC2=CC1)N[C@@H](C)C1=CC=CC=C1 ((R)-6-fluoro-N—((S)-1-phenylethyl)-2,3,4,9-tetrahydro-1H-carbazol-3-amine). Yields the product FC=1C=C2C=3C[C@@H](CCC3NC2=CC1)N ((R)-6-fluoro-2,3,4,9-tetrahydro-1H-carbazol-3-amine). Reactants: CC(C)(C)OC(=O)N1CCC(OS(C)(=O)=O)CC1, O=C([O-])[O-], CC1(C)OB(c2cn[nH]c2)OC1(C)C, [Cs+], [Cs+], CN(C)C=O. Product: CC(C)(C)OC(=O)N1CCC(n2cc(B3OC(C)(C)C(C)(C)O3)cn2)CC1. Reaction SMILES: [C:15]([CH3:16])([CH3:17])([CH3:18])[O:19][C:20](=[O:21])[N:22]1[CH2:23][CH2:24][CH:25]([O:28][S:29]([CH3:30])(=[O:31])=[O:32])[CH2:26][CH2:27]1.[C:33](=[O:34])([O-:35])[O-:36].[CH3:1][C:2]1([CH3:14])[O:3][B:4]([c:9]2[cH:10][n:11][nH:12][cH:13]2)[O:5][C:6]1([CH3:7])[CH3:8].[Cs+:37].[Cs+:38].[O:39]=[CH:40][N:41]([CH3:42])[CH3:43]>>[CH3:1][C:2]1([CH3:14])[O:3][B:4]([c:9]2[cH:10][n:11][n:12]([CH:25]3[CH2:24][CH2:23][N:22]([C:20]([O:19][C:15]([CH3:16])([CH3:17])[CH3:18])=[O:21])[CH2:27][CH2:26]3)[cH:13]2)[O:5][C:6]1([CH3:7])[CH3:8].